This data is from the Open Reaction Database (ORD), a public repository of structured organic reaction records. The task is: describe an organic reaction: reactants, conditions, products, and yield Starting materials: C(C1=CC=CC=C1)N1CCN(CC1)CCC=1N(N=C2C(=NC=3C=CC=CC3C21)Cl)C2=CC=CC=C2 (1-[2-(4-Benzylpiperazin-1-yl)ethyl]-4-chloro-2-phenyl-2H-pyrazolo[3,4-c]quinoline), C([O-])([O-])=O.[Na+].[Na+] (sodium carbonate). Solvent: Cl (hydrochloric acid). Product: C(C1=CC=CC=C1)N1CCN(CC1)CCC=1N(N=C2C(NC=3C=CC=CC3C21)=O)C2=CC=CC=C2 (1-[2-(4-benzylpiperazin-1-yl)ethyl]-2-phenyl-2,5-dihydro-4H-pyrazolo[3,4-c]quinolin-4-one). Reaction SMILES: [CH2:1]([N:8]1[CH2:13][CH2:12][N:11]([CH2:14][CH2:15][C:16]2[N:17]([C:30]3[CH:35]=[CH:34][CH:33]=[CH:32][CH:31]=3)[N:18]=[C:19]3[C:28]=2[C:27]2[CH:26]=[CH:25][CH:24]=[CH:23][C:22]=2[N:21]=[C:20]3Cl)[CH2:10][CH2:9]1)[C:2]1[CH:7]=[CH:6][CH:5]=[CH:4][CH:3]=1.C(=O)([O-])[O-:37].[Na+].[Na+]>Cl>[CH2:1]([N:8]1[CH2:13][CH2:12][N:11]([CH2:14][CH2:15][C:16]2[N:17]([C:30]3[CH:35]=[CH:34][CH:33]=[CH:32][CH:31]=3)[N:18]=[C:19]3[C:28]=2[C:27]2[CH:26]=[CH:25][CH:24]=[CH:23][C:22]=2[NH:21][C:20]3=[O:37])[CH2:10][CH2:9]1)[C:2]1[CH:7]=[CH:6][CH:5]=[CH:4][CH:3]=1 |f:1.2.3|. Reported procedure: 1-[2-(4-Benzylpiperazin-1-yl)ethyl]-4-chloro-2-phenyl-2H-pyrazolo[3,4-c]quinoline (0.32 g, 0.66 mmol) was refluxed in 5 mL of 6 N aqueous hydrochloric acid for 1 hour. The mixture was allowed to cool to ambient temperature, and the pH was adjusted to 10 with 10% w/v aqueous sodium carbonate. This mixture was concentrated under reduced pressure, and the residue was purified by automated flash chromatography eluting with a gradient of 0-15% CMA in chloroform. The residue was triturated with aceton... Starting materials: Cl.O1C(=CC=C1)C(=O)CN ((2-furylcarbonyl)methylamine hydrochloride), C([O-])(O)=O.[Na+] (sodium bicarbonate), COC1=CC=C(C(=O)Cl)C=C1 (4-methoxybenzoyl chloride). The product is COC1=CC=C(C(=O)NCC(=O)C=2OC=CC2)C=C1 (N-(4-methoxybenzoyl)-(2-furylcarbonyl)methylamine). The yield is 85.7%. RXN SMILES: Cl.[O:2]1[CH:6]=[CH:5][CH:4]=[C:3]1[C:7]([CH2:9][NH2:10])=[O:8].C(=O)(O)[O-].[Na+].[CH3:16][O:17][C:18]1[CH:26]=[CH:25][C:21]([C:22](Cl)=[O:23])=[CH:20][CH:19]=1>>[CH3:16][O:17][C:18]1[CH:26]=[CH:25][C:21]([C:22]([NH:10][CH2:9][C:7]([C:3]2[O:2][CH:6]=[CH:5][CH:4]=2)=[O:8])=[O:23])=[CH:20][CH:19]=1 |f:0.1,2.3|. Procedure details: 8.0 g of (2-furylcarbonyl)methylamine hydrochloride, 10.5 g of sodium bicarbonate and 10.1 g of 4-methoxybenzoyl chloride are treated in the same manner as described in Preparation 1-(1). 11.0 g of N-(4-methoxybenzoyl)-(2-furylcarbonyl)methylamine are thereby obtained. Yield: 85.3% Starting materials: CC(C)(C)OC(=O)NC(C)(C(=O)O)C (N-{[(1,1-dimethylethyl)oxy]carbonyl}-2-methylalanine), CCN(C(C)C)C(C)C (DIPEA), CN(C)C(=[N+](C)C)ON1C2=C(C=CC=C2)N=N1.[B-](F)(F)(F)F (TBTU), COC=1C=C(C=CC1)OC1=CC=C(C=C1)N ((4-{[3-(methyloxy)phenyl]oxy}phenyl)amine). Solvent: CN(C=O)C (N,N-dimethylformamide). Run at time 15 minute. Product: CC(C(=O)NC1=CC=C(C=C1)OC1=CC(=CC=C1)OC)(C)NC(OC(C)(C)C)=O (1,1-dimethylethyl {1,1-dimethyl-2-[(4-{[3-(methyloxy)phenyl]oxy}phenyl)amino]-2-oxoethyl}carbamate). The yield is 68.1%. Reaction SMILES: [CH3:1][C:2]([O:5][C:6]([NH:8][C:9]([CH3:14])([C:11]([OH:13])=O)[CH3:10])=[O:7])([CH3:4])[CH3:3].CCN(C(C)C)C(C)C.CN(C(ON1N=NC2C=CC=CC1=2)=[N+](C)C)C.[B-](F)(F)(F)F.[CH3:46][O:47][C:48]1[CH:49]=[C:50]([O:54][C:55]2[CH:60]=[CH:59][C:58]([NH2:61])=[CH:57][CH:56]=2)[CH:51]=[CH:52][CH:53]=1>CN(C)C=O>[CH3:14][C:9]([NH:8][C:6](=[O:7])[O:5][C:2]([CH3:1])([CH3:3])[CH3:4])([CH3:10])[C:11]([NH:61][C:58]1[CH:57]=[CH:56][C:55]([O:54][C:50]2[CH:51]=[CH:52][CH:53]=[C:48]([O:47][CH3:46])[CH:49]=2)=[CH:60][CH:59]=1)=[O:13] |f:2.3|. Procedure details: To a solution of N-{[(1,1-dimethylethyl)oxy]carbonyl}-2-methylalanine (1.7 g, 8.36 mmol) in dry N,N-dimethylformamide (35 mL), DIPEA (2.434 mL, 13.94 mmol) and then TBTU (2.80 g, 8.71 mmol) were added and the reaction mixture was stirred for 15 minutes at room temperature. (4-{[3-(methyloxy)phenyl]oxy}phenyl)amine (1.5 g, 6.97 mmol) was then added and the reaction mixture was stirred overnight at the same temperature. The reaction was quenched with brine (100 mL) and extracted with ethyl acetate... Reactants: BrC=1C=CC(=NC1)N1CCC(CC1)CCNC(OCC)=O (ethyl [2-(5′-bromo-3,4,5,6-tetrahydro-2H-[1,2′]bipyridinyl-4-yl)ethyl]carbamate), OC(C)(C)C(C)(C)O.CC(=CB([O-])[O-])C (pinacol 2-methyl-1-propenylboronate), C([O-])([O-])=O.[Cs+].[Cs+] (caesium carbonate), O1CCCC1 (tetrahydrofuran), PdCl2dppf. Solvent: 9/1, O (water). Yields the product CC(=CC=1C=CC(=NC1)N1CCC(CC1)CCNC(OCC)=O)C (Ethyl {2-[5′-(2-methylpropenyl)-3,4,5,6-tetrahydro-2H-[1,2′]bipyridinyl-4-yl]ethyl}carbamate). Yield: 80.5%. RXN SMILES: Br[C:2]1[CH:3]=[CH:4][C:5]([N:8]2[CH2:13][CH2:12][CH:11]([CH2:14][CH2:15][NH:16][C:17](=[O:21])[O:18][CH2:19][CH3:20])[CH2:10][CH2:9]2)=[N:6][CH:7]=1.O[C:23]([C:26](O)(C)C)([CH3:25])[CH3:24].CC(C)=CB([O-])[O-].C(=O)([O-])[O-].[Cs+].[Cs+].O1CCCC1>O>[CH3:25][C:23]([CH3:26])=[CH:24][C:2]1[CH:3]=[CH:4][C:5]([N:8]2[CH2:13][CH2:12][CH:11]([CH2:14][CH2:15][NH:16][C:17](=[O:21])[O:18][CH2:19][CH3:20])[CH2:10][CH2:9]2)=[N:6][CH:7]=1 |f:1.2,3.4.5|. Reported procedure: The process is performed according to the method described in Example 10 (step 10.5.). Starting with 1.00 g (2.81 mmol) of ethyl [2-(5′-bromo-3,4,5,6-tetrahydro-2H-[1,2′]bipyridinyl-4-yl)ethyl]carbamate, prepared in the preceding step, 0.61 g (3.37 mmol) of pinacol 2-methyl-1-propenylboronate (commercial), 2.74 g (8.42 mmol) of caesium carbonate, suspended in 18 mL of a 9/1 mixture of tetrahydrofuran and water, and 0.23 g (0.28 mmol) of PdCl2dppf.CH2Cl2, and after purifying on a column of silica... Reactants: O=C(OCc1ccccc1)C1CCN(CCCc2ccccc2)CC1, CO. Product: O=C(O)C1CCN(CCCc2ccccc2)CC1. RXN SMILES: [CH2:1]([c:2]1[cH:3][cH:4][cH:5][cH:6][cH:7]1)[O:8][C:9](=[O:10])[CH:11]1[CH2:12][CH2:13][N:14]([CH2:17][CH2:18][CH2:19][c:20]2[cH:21][cH:22][cH:23][cH:24][cH:25]2)[CH2:15][CH2:16]1.[CH3:26][OH:27]>>[O:8]=[C:9]([OH:10])[CH:11]1[CH2:12][CH2:13][N:14]([CH2:17][CH2:18][CH2:19][c:20]2[cH:21][cH:22][cH:23][cH:24][cH:25]2)[CH2:15][CH2:16]1. Starting materials: C1(C=CC=C1)[Ti](C1=C(C(=CC=C1F)O)F)(C1=C(C(=CC=C1F)O)F)C1C=CC=C1 (bis(cyclopentadienyl)bis(2,6-difluoro-3-hydroxyphenyl)titanium), N1=CC=CC=C1 (pyridine), ClC(=O)OCC(C)C (isobutyl chloroformate), C(C)(=O)OCC (ethyl acetate), C1(=CC=CC=C1)C (toluene). Reagents/catalysts: CN(C1=NC=CC=C1)C (2-dimethylaminopyridine). The solvent is CN(C=O)C (dimethylformamide), O (water). Reaction conditions: time 8 hour. Product: C1(C=CC=C1)[Ti](C1=C(C(=CC=C1F)OC(=O)OCC(C)C)F)(C1=C(C(=CC=C1F)OC(=O)OCC(C)C)F)C1C=CC=C1 (Bis(cyclopentadienyl)bis[2,6-difluoro-3-(isobutyloxycarbonyloxy)phenyl]titanium). Reaction SMILES: [CH:1]1([Ti:6]([CH:25]2[CH:29]=[CH:28][CH:27]=[CH:26]2)([C:16]2[C:21]([F:22])=[CH:20][CH:19]=[C:18]([OH:23])[C:17]=2[F:24])[C:7]2[C:12]([F:13])=[CH:11][CH:10]=[C:9]([OH:14])[C:8]=2[F:15])[CH:5]=[CH:4][CH:3]=[CH:2]1.N1[CH:35]=[CH:34][CH:33]=CC=1.C1(C)C=CC=CC=1.Cl[C:44]([O:46][CH2:47][CH:48]([CH3:50])[CH3:49])=[O:45].[C:51]([O:54][CH2:55]C)(=[O:53])C>CN(C)C1C=CC=CN=1.CN(C)C=O.O>[CH:25]1([Ti:6]([CH:1]2[CH:5]=[CH:4][CH:3]=[CH:2]2)([C:7]2[C:12]([F:13])=[CH:11][CH:10]=[C:9]([O:14][C:51]([O:54][CH2:55][CH:34]([CH3:33])[CH3:35])=[O:53])[C:8]=2[F:15])[C:16]2[C:21]([F:22])=[CH:20][CH:19]=[C:18]([O:23][C:44]([O:46][CH2:47][CH:48]([CH3:50])[CH3:49])=[O:45])[C:17]=2[F:24])[CH:29]=[CH:28][CH:27]=[CH:26]1. Procedure details: 8.7 g (0.020 mol) of bis(cyclopentadienyl)bis(2,6-difluoro-3-hydroxyphenyl)titanium, 3.8 g (0.048 mol) of pyridine and a small spatula tip of 2-dimethylaminopyridine as catalyst are dissolved in 20 ml of dimethylformamide and 30 ml of toluene in a 100 ml sulfation flask under nitrogen. 6.6 g (0.048 mol) of isobutyl chloroformate are added dropwise to this dark-red solution at room temperature over the course of 10 minutes. The reaction mixture is stirred overnight at room temperature until the e... The reactants are CCCC(=O)c1c[nH]c2c(C(C)=O)cccc2c1=O, O=P(Cl)(Cl)Cl. Yields the product CCCC(=O)c1cnc2c(C(C)=O)cccc2c1Cl. As a reaction SMILES: [C:1]([CH2:2][CH2:3][CH3:4])(=[O:5])[c:6]1[cH:7][nH:8][c:9]2[c:10]([C:17]([CH3:18])=[O:19])[cH:11][cH:12][cH:13][c:14]2[c:15]1=[O:16].[P:20]([Cl:21])([Cl:22])([Cl:23])=[O:24]>>[C:1]([CH2:2][CH2:3][CH3:4])(=[O:5])[c:6]1[cH:7][n:8][c:9]2[c:10]([C:17]([CH3:18])=[O:19])[cH:11][cH:12][cH:13][c:14]2[c:15]1[Cl:22].